From a dataset of the Open Reaction Database (ORD), a public repository of structured organic reaction records. describe an organic reaction: reactants, conditions, products, and yield Starting materials: C(C)(C)N(C(C)C)CC (N,N-Diisopropylethylamine), ClCCCS(=O)(=O)Cl (3-Chloropropane-1-sulfonyl chloride), ClCCCS(=O)(=O)Cl (3-Chloropropane-1-sulfonyl chloride), CSC1=NN2C(C=N1)=CC=C2C=2C=C(C=CC2)N (3-(2-Methylsulfanyl-pyrrolo[2,1-f][1,2,4]triazin-7-yl)-phenylamine), C([O-])([O-])=O.[K+].[K+] (Potassium carbonate), C(C)(C)N(C(C)C)CC (N,N-Diisopropylethylamine). Solvent: CCOC(=O)C (EtOAc), O (water), CN(C=O)C (N,N-Dimethylformamide). Run at time 8 hour. The product is O=S1(N(CCC1)C=1C=C(C=CC1)C1=CC=C2C=NC(=NN21)SC)=O (7-[3-(1,1-Dioxido-1,2-thiazolidin-2-yl)phenyl]-2-(methylsulfanyl)pyrrolo[2,1-f][1,2,4]triazine). Isolated yield 46.5%. RXN SMILES: [CH3:1][S:2][C:3]1[N:8]=[CH:7][C:6]2=[CH:9][CH:10]=[C:11]([C:12]3[CH:13]=[C:14]([NH2:18])[CH:15]=[CH:16][CH:17]=3)[N:5]2[N:4]=1.C(N(CC)C(C)C)(C)C.C(=O)([O-])[O-].[K+].[K+].Cl[CH2:35][CH2:36][CH2:37][S:38](Cl)(=[O:40])=[O:39]>CN(C)C=O.CCOC(C)=O.O>[O:39]=[S:38]1(=[O:40])[CH2:37][CH2:36][CH2:35][N:18]1[C:14]1[CH:13]=[C:12]([C:11]2[N:5]3[C:6]([CH:7]=[N:8][C:3]([S:2][CH3:1])=[N:4]3)=[CH:9][CH:10]=2)[CH:17]=[CH:16][CH:15]=1 |f:2.3.4|. Procedure: 3-(2-Methylsulfanyl-pyrrolo[2,1-f][1,2,4]triazin-7-yl)-phenylamine (0.795 g, 3.10 mmol) was dissolved in N,N-Dimethylformamide (12.0 mL) and N,N-Diisopropylethylamine (1.50 mL, 8.61 mmol). Potassium carbonate (1.28 g, 9.30 mmol) was added, followed by 3-Chloropropane-1-sulfonyl chloride (0.450 mL, 3.70 mmol) and stirred overnight. After 24 h, a second aliquot of N,N-Diisopropylethylamine (2.00 mL, 11.5 mmol) and 3-Chloropropane-1-sulfonyl chloride (0.50 mL, 4.1 mmol) was added and stirred additi...